Dataset: the Open Reaction Database (ORD), a public repository of structured organic reaction records. Task: describe an organic reaction: reactants, conditions, products, and yield Reactants: final copolymer, C(C=C)(=O)OCCCCCC(C)C (Isooctyl acrylate), C(=C)N1C(CCC1)=O (N-vinyl-2-pyrrolidone), CCCCCCC (heptane). The solvent is C(C)(=O)OCC (ethyl acetate), C(C)(=O)OCC (ethyl acetate). Run at temperature 55 celsius, time 5 minute. Yields the product C(C=C)(=O)OCCCCCC(C)C.C(=C)N1C(CCC1)=O (Isooctyl Acrylate N-vinyl-2-pyrrolidone). RXN SMILES: [C:1]([O:5][CH2:6][CH2:7][CH2:8][CH2:9][CH2:10][CH:11]([CH3:13])[CH3:12])(=[O:4])[CH:2]=[CH2:3].[CH:14]([N:16]1[CH2:20][CH2:19][CH2:18][C:17]1=[O:21])=[CH2:15].CCCCCCC>C(OCC)(=O)C>[C:1]([O:5][CH2:6][CH2:7][CH2:8][CH2:9][CH2:10][CH:11]([CH3:13])[CH3:12])(=[O:4])[CH:2]=[CH2:3].[CH:14]([N:16]1[CH2:20][CH2:19][CH2:18][C:17]1=[O:21])=[CH2:15] |f:4.5|. Procedure details: Isooctyl acrylate (54.9 Kg), N-vinyl-2-pyrrolidone (5.4 Kg), and ethyl acetate (93.6 Kg) were charged into a 75 gallon (285 liter) stainless steel reactor. The mixture was deoxygenated and heated to 55° C. After 5 minutes at 55° C., azobisisobutyronitrile (30 g) premixed in ethyl acetate (1 Kg) was charged to the reactor. Additional portions of azobisisobutyronitrile (30 g) premixed with ethyl acetate (1 Kg) were added 4 hours after the start of the reaction and again at 8 hours. The temperature... Starting materials: Cl (hydrochloric acid), C1(NCCN2C1C1=CC=CC=C1C2=O)=O (3,4-Dihydropyrazino[2,1-a]isoindole -1,6(2H,10bH)-dione), B (borane), O (water). The solvent is O1CCCC1 (tetrahydrofuran). Reaction conditions: time 18 hour. The product is C1NCCN2C1C1=CC=CC=C1C2 (1,2,3,4,6,10b-Hexahydropyrazino[2,1-a]isoindole). Isolated yield 85.2%. Reaction SMILES: [C:1]1(=O)[CH:6]2[C:7]3[C:12]([C:13](=O)[N:5]2[CH2:4][CH2:3][NH:2]1)=[CH:11][CH:10]=[CH:9][CH:8]=3.B.O.Cl>O1CCCC1>[CH2:1]1[CH:6]2[C:7]3[C:12]([CH2:13][N:5]2[CH2:4][CH2:3][NH:2]1)=[CH:11][CH:10]=[CH:9][CH:8]=3. Reported procedure: 3,4-Dihydropyrazino[2,1-a]isoindole-1,6(2H,10bH)-dione (described in Example 6, 14 g, 0.0674 mol) is added portionwise to 700 ml of 1 M borane in tetrahydrofuran over a 0.5 hr period and then refluxed with stirring for 18 hr. The reaction is cooled, water is added dropwise until the hydrolysis is complete and then 140 ml of 6 N hydrochloric acid is added cautiously. Most of the tetrahydrofuran is distilled off until the distillation temperature reaches 90° C. Then 6 N sodium hydroxide (140 ml) i... Reactants: CCO, NC1CC1, N#Cc1cccnc1Cl, O. Product: N#Cc1cccnc1NC1CC1. RXN SMILES: [CH3:10][CH2:11][OH:12].[CH:13]1([NH2:16])[CH2:14][CH2:15]1.[Cl:1][c:2]1[n:3][cH:4][cH:5][cH:6][c:7]1[C:8]#[N:9].[OH2:17]>>[c:2]1([NH:16][CH:13]2[CH2:14][CH2:15]2)[n:3][cH:4][cH:5][cH:6][c:7]1[C:8]#[N:9]. Reactants: FC(OC1=CC=C(C=C1)C(C(C)N1N=CN=N1)(O)C1=CC=C(C=C1)OC(F)(F)F)(F)F (1,1-bis(4-trifluoromethoxyphenyl)-2-(1,2,3,4-2H-tetrazol-2-yl)propan-1-ol), [OH-].[K+] (potassium hydroxide), O (Water), C(C)N(CC)S(F)(F)F (diethylaminosulphurtrifluoride), C(C)N(CC)S(F)(F)F (diethylaminosulphurtrifluoride). The solvent is ClCCl (dichloromethane). Conditions: time 18 hour. Yields the product FC(OC1=CC=C(C=C1)C(C(C)N1N=CN=N1)(F)C1=CC=C(C=C1)OC(F)(F)F)(F)F (1,1-bis(4-trifluoromethoxyphenyl)-1-fluoro- 2-(1,2,3,4-2H-tetrazol-2-yl)propane). Isolated yield 90.7%. Reaction SMILES: [F:1][C:2]([F:31])([F:30])[O:3][C:4]1[CH:9]=[CH:8][C:7]([C:10]([C:19]2[CH:24]=[CH:23][C:22]([O:25][C:26]([F:29])([F:28])[F:27])=[CH:21][CH:20]=2)(O)[CH:11]([N:13]2[N:17]=[N:16][CH:15]=[N:14]2)[CH3:12])=[CH:6][CH:5]=1.C(N(S(F)(F)[F:38])CC)C.[OH-].[K+].O>ClCCl>[F:1][C:2]([F:31])([F:30])[O:3][C:4]1[CH:9]=[CH:8][C:7]([C:10]([C:19]2[CH:24]=[CH:23][C:22]([O:25][C:26]([F:29])([F:28])[F:27])=[CH:21][CH:20]=2)([F:38])[CH:11]([N:13]2[N:17]=[N:16][CH:15]=[N:14]2)[CH3:12])=[CH:6][CH:5]=1 |f:2.3|. Procedure: A solution of 1,1-bis(4-trifluoromethoxyphenyl)-2-(1,2,3,4-2H-tetrazol-2-yl)propan-1-ol (3.5 g) prepared as described in Example 3 in dichloromethane (50 cm3) was added dropwise to a stirred solution of diethylaminosulphurtrifluoride (1.51 g) kept at a temperature of -70° C. under a nitrogen atmosphere. After 1 hour a further quantity of diethylaminosulphurtrifluoride (1.5 g) was added and the mixture stirred for 18 hours at the ambient temperture, during which time any vapours emitted were vent...